This data is from the Open Reaction Database (ORD), a public repository of structured organic reaction records. The task is: describe an organic reaction: reactants, conditions, products, and yield Starting materials: CO, COC(=O)C1CCN1C(=O)NC(C)(C)C, Cl, [Li+], [OH-], O. The product is CC(C)(C)NC(=O)N1CCC1C(=O)O. As a reaction SMILES: [CH3:19][OH:20].[CH3:1][O:2][C:3](=[O:4])[CH:5]1[N:6]([C:9]([NH:10][C:11]([CH3:12])([CH3:13])[CH3:14])=[O:15])[CH2:7][CH2:8]1.[ClH:18].[Li+:17].[OH-:16].[OH2:21]>>[O:2]=[C:3]([OH:4])[CH:5]1[N:6]([C:9]([NH:10][C:11]([CH3:12])([CH3:13])[CH3:14])=[O:15])[CH2:7][CH2:8]1. Starting materials: N#CN (cyanamide), C(C)(=O)O (acetic acid), C1=CC2=NO[N+](=C2C=C1)[O-] (benzofuroxan), C1CCC2=NCCCN2CC1 (DBU), CS(=O)(=O)O (methanesulfonic acid), C(C)(=O)[O-].[Na+] (sodium acetate). The solvent is C(C)#N (acetonitrile), C(C)#N (acetonitrile), O (water). Run at temperature 20 celsius, time 67 hour. Product: C=1C=CC2=C(C1)[N+](=C(N=[N+]2[O-])N)[O-] (tirapazamine). The yield is 37.0%. Reaction SMILES: [CH:1]1[CH:9]=[CH:8][C:7]2[C:3](=[N:4][O:5][N+:6]=2[O-:10])[CH:2]=1.C1CC[N:19]2[C:14](=[N:15]CCC2)CC1.N#CN.C(O)(=O)C.CS(O)(=O)=O.C([O-])(=O)C.[Na+]>C(#N)C.O>[CH:1]1[CH:9]=[CH:8][C:7]2[N+:6]([O-:10])=[N:15][C:14]([NH2:19])=[N+:4]([O-:5])[C:3]=2[CH:2]=1 |f:5.6|. Procedure: To a stirred mixture containing 9.5 kg (69.8 moles) of benzofuroxan and 21.3 kg (139.9 moles) of DBU was added a solution containing 5.8 kg (138.0 moles) of cyanamide in 2.7 kg of acetonitrile while maintaining the temperature at 15-25° C. After stirring for 67 hours at 20-25° C. the reaction mixture was diluted with 48 kg of acetonitrile and cooled to 0-10° C. To the cooled mixture was added 8.5 kg (141.5 moles) of acetic acid while maintaining the temperature at 5-15° C. After stirring for 46 ... The reactants are CC1=NC=CC(=C1)C#CC=1N=C(NC1)C (2-methyl-4-(2-methyl-1H-imidazol-4-ylethynyl)-pyridine), BrC1CCCC1 (bromocyclopentane). Yields the product C1(CCCC1)N1C(=NC(=C1)C#CC1=CC(=NC=C1)C)C (4-(1-Cyclopentyl-2-methyl-1H-imidazol-4-ylethynyl)-2-methyl-pyridine). RXN SMILES: [CH3:1][C:2]1[CH:7]=[C:6]([C:8]#[C:9][C:10]2[N:11]=[C:12]([CH3:15])[NH:13][CH:14]=2)[CH:5]=[CH:4][N:3]=1.Br[CH:17]1[CH2:21][CH2:20][CH2:19][CH2:18]1>>[CH:17]1([N:13]2[CH:14]=[C:10]([C:9]#[C:8][C:6]3[CH:5]=[CH:4][N:3]=[C:2]([CH3:1])[CH:7]=3)[N:11]=[C:12]2[CH3:15])[CH2:21][CH2:20][CH2:19][CH2:18]1. Procedure details: The title compound, MS: m/e=266.3 (M+H+), was prepared in accordance with the general method of example 1 from 2-methyl-4-(2-methyl-1H-imidazol-4-ylethynyl)-pyridine and bromocyclopentane. Reactants: ClC1=C(C=C(C(=C1)[N+](=O)[O-])C)Cl (1,2-Dichloro-4-methyl-5-nitrobenzene), N1CCOCC1 (morpholine), C(C)OCCOCC (1,2-diethoxyethane). Solvent: CCOC(=O)C.CCO (EtOAc EtOH). Yields the product ClC1=C(C=C(C(=C1)[N+](=O)[O-])C)N1CCOCC1 (4-(2-Chloro-5-methyl-4-nitrophenyl)-morpholine). Yield: 54.0%. Reaction SMILES: [Cl:1][C:2]1[CH:7]=[C:6]([N+:8]([O-:10])=[O:9])[C:5]([CH3:11])=[CH:4][C:3]=1Cl.[NH:13]1[CH2:18][CH2:17][O:16][CH2:15][CH2:14]1.C(OCCOCC)C>CCOC(C)=O.CCO>[Cl:1][C:2]1[CH:7]=[C:6]([N+:8]([O-:10])=[O:9])[C:5]([CH3:11])=[CH:4][C:3]=1[N:13]1[CH2:18][CH2:17][O:16][CH2:15][CH2:14]1 |f:3.4|. Reported procedure: 1,2-Dichloro-4-methyl-5-nitrobenzene (R.J. De Lang, et al. Tetrahedron (1998), 54(12), 2953-2966.) (1 g; 4.8 mmol), morpholine (1 ml) and 1,2-diethoxyethane (1 ml) were heated in a microwave oven at 160° C. for 2 h. The reaction mixture was poured on water/2N HCl 10/1 (50 ml) and extracted with TBME three times. The combined organic phases were dried over Na2SO4, evaporated and recrystallised from hot TBME to yield the title compound as yellow crystals (670 mg; 54%). As a reaction SMILES: [N+:1]([C:4]1[CH:12]=[C:11]2[C:7]([CH:8]=[CH:9][NH:10]2)=[CH:6][CH:5]=1)([O-:3])=[O:2].[C:13](=O)([O-])[O-].[K+].[K+].CN(C)C=O.C(=O)(OC)OC>CCCCCCC.O.C(OCC)(=O)C>[CH3:13][N:10]1[C:11]2[C:7](=[CH:6][CH:5]=[C:4]([N+:1]([O-:3])=[O:2])[CH:12]=2)[CH:8]=[CH:9]1 |f:1.2.3|. Product: CN1C=CC2=CC=C(C=C12)[N+](=O)[O-] (1-methyl6-nitroindole). Conditions: temperature 126 celsius. The yield is 408.4%. Procedure details: A 1L, three-necked flask equipped with a thermocouple, condenser, and addition funnel was charged with 6-nitroindole (60.0 g, 0.37 mol), potassium carbonate (12.0 g, 87 mmol), N,N-dimethylformamide (240 mL) and dimethyl carbonate (66 mL, 0.784 mol) and the resulting stirred mixture was heated to 126±3° C. The progress of the reaction was monitored by HPLC or TLC (solvent system: 30% ethyl acetate in heptane). After 1 h at this temperature, residual 6-nitroindole could not be detected. Then, the ... Run in O (water), C(C)(=O)OCC (ethyl acetate), CCCCCCC (heptane), O (water). The reactants are 1L, [N+](=O)([O-])C1=CC=C2C=CNC2=C1 (6-nitroindole), C([O-])([O-])=O.[K+].[K+] (potassium carbonate), CN(C=O)C (N,N-dimethylformamide), C(OC)(OC)=O (dimethyl carbonate), [N+](=O)([O-])C1=CC=C2C=CNC2=C1 (6-nitroindole).